describe an organic reaction: reactants, conditions, products, and yield From a dataset of the Open Reaction Database (ORD), a public repository of structured organic reaction records. Procedure: Under anhydrous conditions and in a nitrogen atmosphere, 70 g. (0.30 mole) 6,8-dihydroxy-3a,4-dihydro-(2H,3H)-pyrrolo[1,2-a]quinolin-1,5-dione was dissolved in 750 ml. dimethylformamide by warming to 60° C. To the resulting deep red solution was added 51.6 g. (0.675 mole) potassium carbonate. The mixture was heated to 70° C., a solution of 2-methylsulfonyloxy-5-phenylpentane in 250 ml. dimethylformamide was added in a fast stream, and heated at 75°-80° C. for 12 hours. Additional portions of 2-m... Run at temperature 70 celsius, time 2 hour. Starting materials: mixture, OC1=C2C(CC3N(C2=CC(=C1)O)C(CC3)=O)=O (6,8-dihydroxy-3a,4-dihydro-(2H,3H)-pyrrolo[1,2-a]quinolin-1,5-dione), CS(=O)(=O)OC(C)CCCC1=CC=CC=C1 (2-methylsulfonyloxy-5-phenylpentane), CN(C=O)C (dimethylformamide), CN(C=O)C (dimethylformamide), C([O-])([O-])=O.[K+].[K+] (potassium carbonate), CS(=O)(=O)OC(C)CCCC1=CC=CC=C1 (2-methylsulfonyloxy-5-phenylpentane), C([O-])([O-])=O.[K+].[K+] (potassium carbonate). Reaction SMILES: [OH:1][C:2]1[CH:11]=[C:10]([OH:12])[CH:9]=[C:8]2[C:3]=1[C:4](=[O:17])[CH2:5][CH:6]1[CH2:15][CH2:14][C:13](=[O:16])[N:7]12.CN(C)C=O.C(=O)([O-])[O-].[K+].[K+].CS(O[CH:34]([CH2:36][CH2:37][CH2:38][C:39]1[CH:44]=[CH:43][CH:42]=[CH:41][CH:40]=1)[CH3:35])(=O)=O>C(OCC)(=O)C>[OH:1][C:2]1[CH:11]=[C:10]([O:12][CH:34]([CH2:36][CH2:37][CH2:38][C:39]2[CH:44]=[CH:43][CH:42]=[CH:41][CH:40]=2)[CH3:35])[CH:9]=[C:8]2[C:3]=1[C:4](=[O:17])[CH2:5][CH:6]1[CH2:15][CH2:14][C:13](=[O:16])[N:7]12 |f:2.3.4|. Product: OC1=C2C(CC3N(C2=CC(=C1)OC(C)CCCC1=CC=CC=C1)C(CC3)=O)=O (6-Hydroxy-8-(5-phenyl-2-pentyloxy)-3a,4-dihydro(2H,3H)-pyrrolo[1,2-a]quinolin-1,5-dione). Run in C(C)(=O)OCC (ethyl acetate). Yield: 93.6%. Procedure: 3-Benzylbenzaldehyde (5.5 g) was dissolved in methanol (75 cm3) and cooled to 0° C. Sodium borohydride (1.29 g) was added gradually in small portions, and stirring was continued for one hour. The reaction mixture was cautiously poured into a water/diethyl ether mixture, and the resulting ethereal solution was washed with water and brine, and dried over anhydrous magnesium sulphate. Evaporation of the solvents under reduced pressure gave 3-benzylbenzyl alcohol as a pale yellow oil (5.2 g). The pr... Product: C(C1=CC=CC=C1)C=1C=C(CO)C=CC1 (3-benzylbenzyl alcohol). Starting materials: [BH4-].[Na+] (Sodium borohydride), C(C1=CC=CC=C1)C=1C=C(C=O)C=CC1 (3-Benzylbenzaldehyde), O.C(C)OCC (water diethyl ether). RXN SMILES: [CH2:1]([C:8]1[CH:9]=[C:10]([CH:13]=[CH:14][CH:15]=1)[CH:11]=[O:12])[C:2]1[CH:7]=[CH:6][CH:5]=[CH:4][CH:3]=1.[BH4-].[Na+].O.C(OCC)C>CO>[CH2:1]([C:8]1[CH:9]=[C:10]([CH:13]=[CH:14][CH:15]=1)[CH2:11][OH:12])[C:2]1[CH:3]=[CH:4][CH:5]=[CH:6][CH:7]=1 |f:1.2,3.4|. The solvent is CO (methanol). Reaction conditions: temperature 0 celsius, time 1 hour. Starting materials: CC(C)(C)OC(=O)N1CCC(Cc2noc(-c3cc4cnccc4o3)n2)CC1, ClCCl, O=C(O)C(F)(F)F. Yields the product c1cc2oc(-c3nc(CC4CCNCC4)no3)cc2cn1. As a reaction SMILES: [C:8]([O:9][C:10](=[O:11])[N:15]1[CH2:16][CH2:17][CH:18]([CH2:21][c:22]2[n:23][o:24][c:25](-[c:27]3[cH:28][c:29]4[cH:30][n:31][cH:32][cH:33][c:34]4[o:35]3)[n:26]2)[CH2:19][CH2:20]1)([CH3:12])([CH3:13])[CH3:14].[Cl:36][CH2:37][Cl:38].[F:1][C:2]([F:3])([F:4])[C:5]([OH:6])=[O:7]>>[NH:15]1[CH2:16][CH2:17][CH:18]([CH2:21][c:22]2[n:23][o:24][c:25](-[c:27]3[cH:28][c:29]4[cH:30][n:31][cH:32][cH:33][c:34]4[o:35]3)[n:26]2)[CH2:19][CH2:20]1. Starting materials: C, COc1cc(OC)c2c(=O)[nH]c(-c3cc(C)c(OCc4ccccc4)c(C)c3)cc2n1, CO, CN(C)C=O, [Pd]. Product: COc1cc(OC)c2c(=O)[nH]c(-c3cc(C)c(O)c(C)c3)cc2n1. As a reaction SMILES: [C:39].[CH2:1]([c:2]1[cH:3][cH:4][cH:5][cH:6][cH:7]1)[O:8][c:9]1[c:10]([CH3:31])[cH:11][c:12](-[c:16]2[nH:17][c:18](=[O:30])[c:19]3[c:20]([O:28][CH3:29])[cH:21][c:22]([O:26][CH3:27])[n:23][c:24]3[cH:25]2)[cH:13][c:14]1[CH3:15].[CH3:37][OH:38].[O:32]=[CH:33][N:34]([CH3:35])[CH3:36].[Pd:40]>>[OH:8][c:9]1[c:10]([CH3:31])[cH:11][c:12](-[c:16]2[nH:17][c:18](=[O:30])[c:19]3[c:20]([O:28][CH3:29])[cH:21][c:22]([O:26][CH3:27])[n:23][c:24]3[cH:25]2)[cH:13][c:14]1[CH3:15].